Dataset: the Open Reaction Database (ORD), a public repository of structured organic reaction records. Task: describe an organic reaction: reactants, conditions, products, and yield Reactants: CO, Cl, N#CO[K], CC(C)(C)OC(=O)NC(CN)c1cccc(Cl)c1Cl, O. Product: CC(C)(C)OC(=O)NC(CNC(N)=O)c1cccc(Cl)c1Cl. As a reaction SMILES: [CH3:25][OH:26].[ClH:20].[K:21][O:22][C:23]#[N:24].[NH2:1][CH2:2][CH:3]([c:4]1[c:5]([Cl:11])[c:6]([Cl:10])[cH:7][cH:8][cH:9]1)[NH:12][C:13]([O:14][C:15]([CH3:16])([CH3:17])[CH3:18])=[O:19].[OH2:27]>>[NH:1]([CH2:2][CH:3]([c:4]1[c:5]([Cl:11])[c:6]([Cl:10])[cH:7][cH:8][cH:9]1)[NH:12][C:13]([O:14][C:15]([CH3:16])([CH3:17])[CH3:18])=[O:19])[C:23](=[O:22])[NH2:24]. Product: C(C)OC(C[C@@H](C1=CC(=CC(=C1)C(C)(C)C)Br)N)=O ((S)-3-Amino-3-(3-bromo-5-tert-butyl-phenyl)-propionic acid ethyl ester). As a reaction SMILES: [NH2:1][C@H:2]([C:7]1[CH:12]=[C:11]([C:13]([CH3:16])([CH3:15])[CH3:14])[CH:10]=[C:9]([Br:17])[CH:8]=1)[CH2:3][C:4]([OH:6])=[O:5].[CH2:18](O)[CH3:19]>>[CH2:18]([O:5][C:4](=[O:6])[CH2:3][C@H:2]([NH2:1])[C:7]1[CH:12]=[C:11]([C:13]([CH3:14])([CH3:16])[CH3:15])[CH:10]=[C:9]([Br:17])[CH:8]=1)[CH3:19]. Reactants: N[C@@H](CC(=O)O)C1=CC(=CC(=C1)C(C)(C)C)Br ((S)-3-amino-3-(3-bromo-5-tert-butylphenyl)-propionic acid), C(C)O (ethanol). Reported procedure: Absolute ethanol (500 mL, saturated with anhydrous HCl gas) was added to (S)-3-amino-3-(3-bromo-5-tert-butylphenyl)-propionic acid (37 g, 0.12 mol) and the reaction mixture was heated at reflux for 2 h to give a colorless solution. The solvent was removed in vacuo to give a cream-yellow foamy solid. The solid was washed with diethyl ether/hexane and the dried to give a yellow foamy solid (41 g). Reactants: FC1=CC=C(C=C1)C(CCCCCC(=O)O)C1=C(C(=C(C=C1C)C)C)O (7-(4-fluorophenyl)-7-(2-hydroxy-3,4,6-trimethylphenyl)heptanoic acid), BrBr (bromine). The solvent is C(C)(=O)O (acetic acid), C(C)(=O)O (acetic acid). Conditions: time 30 minute. Yields the product BrC=1C(=C(C(=C(C1C)C(CCCCCC(=O)O)C1=CC=C(C=C1)F)O)C)C (7-(5-bromo-2-hydroxy-3,4,6-trimethylphenyl)-7-(4-fluorophenyl)heptanoic acid). Reaction SMILES: [F:1][C:2]1[CH:7]=[CH:6][C:5]([CH:8]([C:17]2[C:22]([CH3:23])=[CH:21][C:20]([CH3:24])=[C:19]([CH3:25])[C:18]=2[OH:26])[CH2:9][CH2:10][CH2:11][CH2:12][CH2:13][C:14]([OH:16])=[O:15])=[CH:4][CH:3]=1.[Br:27]Br>C(O)(=O)C>[Br:27][C:21]1[C:20]([CH3:24])=[C:19]([CH3:25])[C:18]([OH:26])=[C:17]([CH:8]([C:5]2[CH:6]=[CH:7][C:2]([F:1])=[CH:3][CH:4]=2)[CH2:9][CH2:10][CH2:11][CH2:12][CH2:13][C:14]([OH:16])=[O:15])[C:22]=1[CH3:23]. Procedure details: To a solution of 7-(4-fluorophenyl)-7-(2-hydroxy-3,4,6-trimethylphenyl)heptanoic acid (1.32 g) in acetic acid (10 ml) was added dropwise a solution of bromine (0.19 ml) in acetic acid (2 ml) with ice cooling. After completion of addition, the mixture was stirred at room temperature for 30 minutes. The reaction mixture was extracted by addition of water and ethyl acetate. The organic layer was separated and washed in turn with water and saturated saline and dried with anhydrous magnesium sulfate ... Starting materials: ClCC(=O)C1=C(C=C(C=C1)F)F (2-chloro-2',4'-difluoroacetophenone), C(C1=CC=CC=C1)OCCS (2-benzyloxyethanethiol), C([O-])([O-])=O.[K+].[K+] (potassium carbonate). Solvent: CO (methanol). Yields the product C(C1=CC=CC=C1)OCCSCC(=O)C1=C(C=C(C=C1)F)F (2-(2-benzyloxyethyl)thio-2',4'-difluoroacetophenone). The yield is 80.1%. Reaction SMILES: Cl[CH2:2][C:3]([C:5]1[CH:10]=[CH:9][C:8]([F:11])=[CH:7][C:6]=1[F:12])=[O:4].[CH2:13]([O:20][CH2:21][CH2:22][SH:23])[C:14]1[CH:19]=[CH:18][CH:17]=[CH:16][CH:15]=1.C(=O)([O-])[O-].[K+].[K+]>CO>[CH2:13]([O:20][CH2:21][CH2:22][S:23][CH2:2][C:3]([C:5]1[CH:10]=[CH:9][C:8]([F:11])=[CH:7][C:6]=1[F:12])=[O:4])[C:14]1[CH:19]=[CH:18][CH:17]=[CH:16][CH:15]=1 |f:2.3.4|. Reported procedure: Using 2-chloro-2',4'-difluoroacetophenone (4.5 g, 0.024 mol), 2-benzyloxyethanethiol (4.2 g, 0.025 mol), potassium carbonate (4.0 g, 0.029 mol) and methanol (50 ml), 2-(2-benzyloxyethyl)thio-2',4'-difluoroacetophenone (6.2 g, yield: 80.8%) was obtained as a colorless oil by similar procedures to Example 1.